Dataset: the Open Reaction Database (ORD), a public repository of structured organic reaction records. Task: describe an organic reaction: reactants, conditions, products, and yield The reactants are O=Cc1cccc(Br)c1, CC(C)(C)[Mg+], [Cl-], [Cl-], [NH4+], C1CCOC1. Yields the product CC(C)(C)C(O)c1cccc(Br)c1. As a reaction SMILES: [Br:7][c:8]1[cH:9][c:10]([CH:11]=[O:12])[cH:13][cH:14][cH:15]1.[C:2]([CH3:3])([CH3:4])([CH3:5])[Mg+:6].[Cl-:16].[Cl-:1].[NH4+:17].[O:18]1[CH2:19][CH2:20][CH2:21][CH2:22]1>>[C:2]([CH3:3])([CH3:4])([CH3:5])[CH:11]([c:10]1[cH:9][c:8]([Br:7])[cH:15][cH:14][cH:13]1)[OH:12]. The reactants are N1=CC=CC=C1 (pyridine), ClC(=O)OC1=CC=C(C=C1)[N+](=O)[O-] (p-nitrophenyl chloroformate), O1N=CN=C1C=1C=C(C=CC1)N (3-(1,2,4-oxadiazol-5-yl)phenyl amine). Run in C(C)#N (acetonitrile). Reaction conditions: time 8 hour. The product is O1N=CN=C1C=1C=C(C=CC1)NC(OC1=CC=C(C=C1)[N+](=O)[O-])=O ([3-(1,2,4-oxadiazol-5-yl)]phenylcarbamic acid, 4-nitrophenyl ester). As a reaction SMILES: [O:1]1[C:5]([C:6]2[CH:7]=[C:8]([NH2:12])[CH:9]=[CH:10][CH:11]=2)=[N:4][CH:3]=[N:2]1.N1C=CC=CC=1.Cl[C:20]([O:22][C:23]1[CH:28]=[CH:27][C:26]([N+:29]([O-:31])=[O:30])=[CH:25][CH:24]=1)=[O:21]>C(#N)C>[O:1]1[C:5]([C:6]2[CH:7]=[C:8]([NH:12][C:20](=[O:21])[O:22][C:23]3[CH:24]=[CH:25][C:26]([N+:29]([O-:31])=[O:30])=[CH:27][CH:28]=3)[CH:9]=[CH:10][CH:11]=2)=[N:4][CH:3]=[N:2]1. Procedure details: A solution of 3-(1,2,4-oxadiazol-5-yl)phenyl amine (0.97 g, 0.006 mol, prepared in sequence by the procedures described in Lin et al. J. Org. Chem., 1979, 44, 4160 and Lin et al., J. Org. Chem., 1979, 44, 4160) in acetonitrile (25 mL) and pyridine (0.97 mL, 0.95 g, 0.012 mol) under argon at 0° C. was treated with p-nitrophenyl chloroformate (1.21 g, 0.006 mol) and was stirred at room temperature overnight. The reaction mixture was concentrated in vacuo and an effort was made to partition the rem... The reactants are [BH4-].[Na+] (Sodium borohydride), C(C)(C)(C)OC(NC(C1CCC(CC1)=O)C1=CC=C(C=C1)OC)=O ([(4-Methoxy-phenyl)-(4-oxo-cyclohexyl)-methyl]-carbamic acid tert-butyl ester). The reagents and catalysts are CO (methanol). Solvent: C1CCOC1 (THF). Run at time 7 hour. The product is C(C)(C)(C)OC(NC(C1=CC=C(C=C1)OC)C1CCC(CC1)O)=O ([(4-Hydroxy-cyclohexyl)-(4-methoxy-phenyl)-methyl]-carbamic acid tert-butyl ester). Reaction SMILES: [BH4-].[Na+].[C:3]([O:7][C:8](=[O:26])[NH:9][CH:10]([C:18]1[CH:23]=[CH:22][C:21]([O:24][CH3:25])=[CH:20][CH:19]=1)[CH:11]1[CH2:16][CH2:15][C:14](=[O:17])[CH2:13][CH2:12]1)([CH3:6])([CH3:5])[CH3:4]>CO.C1COCC1>[C:3]([O:7][C:8](=[O:26])[NH:9][CH:10]([CH:11]1[CH2:16][CH2:15][CH:14]([OH:17])[CH2:13][CH2:12]1)[C:18]1[CH:23]=[CH:22][C:21]([O:24][CH3:25])=[CH:20][CH:19]=1)([CH3:6])([CH3:4])[CH3:5] |f:0.1|. Reported procedure: Sodium borohydride (12 mg, 0.34 mmol) and 2 drops methanol were added to a solution of [(4-methoxy-phenyl)-(4-oxo-cyclohexyl)-methyl]-carbamic acid tert-butyl ester (33, 110 mg) in THF (5 mL). After stirring for 7 hours the reaction was worked up by washing the solution with saturated sodium bicarbonate solution and brine. After drying the organic phase over sodium sulphate, followed by filtration, evaporation gave 101 mg of the desired cis/trans isomer mixture (34) as a colourless solid, which ...